This data is from the Open Reaction Database (ORD), a public repository of structured organic reaction records. The task is: describe an organic reaction: reactants, conditions, products, and yield Starting materials: COc1ccccc1, O=S(=O)(Cl)Cl, c1ccc2[nH]ccc2c1. Product: COc1ccc(S(=O)(=O)n2ccc3ccccc32)cc1. RXN SMILES: [CH3:6][O:7][c:8]1[cH:9][cH:10][cH:11][cH:12][cH:13]1.[S:1](=[O:2])(=[O:3])([Cl:4])[Cl:5].[cH:14]1[cH:15][cH:16][c:17]2[nH:18][cH:19][cH:20][c:21]2[cH:22]1>>[S:1](=[O:2])(=[O:3])([c:11]1[cH:10][cH:9][c:8]([O:7][CH3:6])[cH:13][cH:12]1)[n:18]1[c:17]2[cH:16][cH:15][cH:14][cH:22][c:21]2[cH:20][cH:19]1. Reactants: S(=O)(=O)(C1=CC=C(C)C=C1)Cl (tosyl chloride), N1=CC=CC=C1 (pyridine), C(C1=CC=CC=C1)O (benzyl alcohol). Solvent: CC(=O)C (acetone). Reaction conditions: temperature 5 celsius, time 5 hour. The product is S(=O)(=O)([O-])C1=CC=C(C)C=C1.C(C1=CC=CC=C1)[N+]1=CC=CC=C1 (N-benzylpyridinium tosylate). The yield is 80.0%. Reaction SMILES: [S:1](Cl)([C:4]1[CH:10]=[CH:9][C:7]([CH3:8])=[CH:6][CH:5]=1)(=[O:3])=[O:2].[N:12]1[CH:17]=[CH:16][CH:15]=[CH:14][CH:13]=1.[CH2:18]([OH:25])[C:19]1[CH:24]=[CH:23][CH:22]=[CH:21][CH:20]=1>CC(C)=O>[S:1]([C:4]1[CH:10]=[CH:9][C:7]([CH3:8])=[CH:6][CH:5]=1)([O-:25])(=[O:3])=[O:2].[CH2:18]([N+:12]1[CH:17]=[CH:16][CH:15]=[CH:14][CH:13]=1)[C:19]1[CH:24]=[CH:23][CH:22]=[CH:21][CH:20]=1 |f:4.5|. Procedure details: 19.07 g (0.1 mol) of tosyl chloride and 15.82 g (0.2 mol) of pyridine were dissolved in 60 g of acetone, and, after cooling to 5° C., there was added 10.81 g (0.1 mol) of benzyl alcohol. While suppressing excessive elevation of the temperature, reaction was allowed for 5 hours. After the completion of the reaction, the mixture was concentrated and the precipitated white solid was washed with ether and dried to give N-benzylpyridinium tosylate. Yield: 80%. The reactants are O=C([O-])[O-], C#CCBr, CN(C)C=O, CCC(=O)NCCC1CCc2cc(F)c(O)cc21, [K+], [K+], O. Yields the product C#CCOc1cc2c(cc1F)CCC2CCNC(=O)CC. Reaction SMILES: [C:1](=[O:2])([O-:3])[O-:4].[CH2:7]([C:8]#[CH:9])[Br:10].[CH3:11][N:12]([CH3:13])[CH:14]=[O:15].[F:16][c:17]1[cH:18][c:19]2[c:23]([cH:24][c:25]1[OH:26])[CH:22]([CH2:27][CH2:28][NH:29][C:30]([CH2:31][CH3:32])=[O:33])[CH2:21][CH2:20]2.[K+:5].[K+:6].[OH2:34]>>[CH:7]#[C:8][CH2:9][O:26][c:25]1[c:17]([F:16])[cH:18][c:19]2[c:23]([cH:24]1)[CH:22]([CH2:27][CH2:28][NH:29][C:30]([CH2:31][CH3:32])=[O:33])[CH2:21][CH2:20]2. The reactants are C(C)OC(CC(CSC1=CC(=CC=C1)OC)=O)=O (4-(3-Methoxy-phenylsulfanyl)-3-oxo-butyric acid ethyl ester). The solvent is CS(=O)(=O)O (methanesulfonic acid), ice water. Conditions: time 1 hour. Yields the product C(C)OC(CC=1C2=C(SC1)C=C(C=C2)OC)=O ((6-methoxy-benzo[b]thiophen-3-yl)-acetic acid ethyl ester), C(C)OC(CC=1C2=C(SC1)C=CC=C2OC)=O ((4-methoxy-benzo[b]thiophen-3-yl)-acetic acid ethyl ester). Reaction SMILES: [CH2:1]([O:3][C:4](=[O:18])[CH2:5][C:6](=O)[CH2:7][S:8][C:9]1[CH:14]=[CH:13][CH:12]=[C:11]([O:15][CH3:16])[CH:10]=1)[CH3:2]>CS(O)(=O)=O>[CH2:1]([O:3][C:4](=[O:18])[CH2:5][C:6]1[C:14]2[CH:13]=[CH:12][C:11]([O:15][CH3:16])=[CH:10][C:9]=2[S:8][CH:7]=1)[CH3:2].[CH2:1]([O:3][C:4](=[O:18])[CH2:5][C:6]1[C:10]2[C:11]([O:15][CH3:16])=[CH:12][CH:13]=[CH:14][C:9]=2[S:8][CH:7]=1)[CH3:2]. Reported procedure: 4-(3-Methoxy-phenylsulfanyl)-3-oxo-butyric acid ethyl ester (10.0 g) is added to pre-cooled methanesulfonic acid (60 mL) at 0˜5° C., then the reaction mixture is allowed to warm to room temperature. After 1 h, the mixture is diluted with ice water and extracted with ethyl acetate. The combined organics are washed with brine, dried over Na2SO4, concentrated. Chromatography on silica gel elited with hexanes and ethyl acetate yields (6-methoxy-benzo[b]thiophen-3-yl)-acetic acid ethyl ester (4.8 g) ... Reactants: C=Cc1cccc(C2(C)CCN(CCCCCC)CC2C)c1, CC(C)=O, [O-][I+3]([O-])([O-])[O-], [Na+], O. Product: CCCCCCN1CCC(C)(c2cccc(C=O)c2)C(C)C1. As a reaction SMILES: [CH2:1]([CH2:2][CH2:3][CH2:4][CH2:5][CH3:6])[N:7]1[CH2:8][CH:9]([CH3:22])[C:10]([c:13]2[cH:14][c:15]([CH:19]=[CH2:20])[cH:16][cH:17][cH:18]2)([CH3:21])[CH2:11][CH2:12]1.[CH3:30][C:31](=[O:32])[CH3:33].[I+3:23]([O-:24])([O-:25])([O-:26])[O-:27].[Na+:28].[OH2:29]>>[CH2:1]([CH2:2][CH2:3][CH2:4][CH2:5][CH3:6])[N:7]1[CH2:8][CH:9]([CH3:22])[C:10]([c:13]2[cH:14][c:15]([CH:19]=[O:24])[cH:16][cH:17][cH:18]2)([CH3:21])[CH2:11][CH2:12]1. Starting materials: C(C)(C)(C)[Si](OC1=CC=C(C=C1)C(CC1=CC=CC=C1)=NO)(C)C (1-[4-(tert-butyl-dimethyl-silanyloxy)-phenyl]-2-phenyl-ethanone oxime), COC(=O)C1(CC1)C (1-methyl-cyclopropanecarboxylic acid methyl ester). Product: C(C)(C)(C)[Si](OC1=CC=C(C=C1)C1=NOC(C1C1=CC=CC=C1)(O)C1(CC1)C)(C)C (3-[4-(tert-butyl-dimethyl-silanyloxy)-phenyl]-5-(1-methyl-cyclopropyl)-4-phenyl -4,5-dihydro-isoxazol-5-ol). RXN SMILES: [C:1]([Si:5]([CH3:24])([CH3:23])[O:6][C:7]1[CH:12]=[CH:11][C:10]([C:13](=[N:21][OH:22])[CH2:14][C:15]2[CH:20]=[CH:19][CH:18]=[CH:17][CH:16]=2)=[CH:9][CH:8]=1)([CH3:4])([CH3:3])[CH3:2].C[O:26][C:27]([C:29]1([CH3:32])[CH2:31][CH2:30]1)=O>>[C:1]([Si:5]([CH3:24])([CH3:23])[O:6][C:7]1[CH:12]=[CH:11][C:10]([C:13]2[CH:14]([C:15]3[CH:16]=[CH:17][CH:18]=[CH:19][CH:20]=3)[C:27]([C:29]3([CH3:32])[CH2:31][CH2:30]3)([OH:26])[O:22][N:21]=2)=[CH:9][CH:8]=1)([CH3:2])([CH3:4])[CH3:3]. Procedure: The synthetic intermediate 3-[4-(tert-butyl-dimethyl-silanyloxy)-phenyl]-5-(1-methyl-cyclopropyl)-4-phenyl -4,5-dihydro-isoxazol-5-ol (0.833 g) is prepared from Example 1, Compound B and 1-methyl-cyclopropanecarboxylic acid methyl ester by the general method described in Step A of Example 35. Reactants: F[B-](F)(F)F, O=C(O)CC1Cc2cc(Br)c3[nH]nc(Br)c3c2CN(CC(F)(F)F)C1=O, CN(C)C=O, CCN(C(C)C)C(C)C, Cl, O=c1[nH]c2ccccc2cc1C1CCNCC1, CN(C)C(On1nnc2ccccc21)=[N+](C)C. Yields the product O=C(CC1Cc2cc(Br)c3[nH]nc(Br)c3c2CN(CC(F)(F)F)C1=O)N1CCC(c2cc3ccccc3[nH]c2=O)CC1. Reaction SMILES: [B-:36]([F:37])([F:38])([F:39])[F:40].[Br:1][c:2]1[n:3][nH:4][c:5]2[c:6]([Br:26])[cH:7][c:8]3[c:9]([c:10]12)[CH2:11][N:12]([CH2:21][C:22]([F:23])([F:24])[F:25])[C:13](=[O:20])[CH:14]([CH2:16][C:17](=[O:18])[OH:19])[CH2:15]3.[CH3:76][N:77]([CH3:78])[CH:79]=[O:80].[CH:27]([N:28]([CH2:29][CH3:30])[CH:31]([CH3:32])[CH3:33])([CH3:34])[CH3:35].[ClH:58].[NH:59]1[CH2:60][CH2:61][CH:62]([c:65]2[c:66](=[O:75])[nH:67][c:68]3[cH:69][cH:70][cH:71][cH:72][c:73]3[cH:74]2)[CH2:63][CH2:64]1.[n:41]1([O:42][C:43]([N:44]([CH3:45])[CH3:46])=[N+:47]([CH3:48])[CH3:49])[c:50]2[cH:51][cH:52][cH:53][cH:54][c:55]2[n:56][n:57]1>>[Br:1][c:2]1[n:3][nH:4][c:5]2[c:6]([Br:26])[cH:7][c:8]3[c:9]([c:10]12)[CH2:11][N:12]([CH2:21][C:22]([F:23])([F:24])[F:25])[C:13](=[O:20])[CH:14]([CH2:16][C:17](=[O:18])[N:59]1[CH2:60][CH2:61][CH:62]([c:65]2[c:66](=[O:75])[nH:67][c:68]4[cH:69][cH:70][cH:71][cH:72][c:73]4[cH:74]2)[CH2:63][CH2:64]1)[CH2:15]3. Reactants: C(C)(=S)O (thioacetic acid), N1(C=NC=C1)C=1C=C(C#N)C=CC1OC1=CC=CC=C1 (3-(1H-imidazol-1-yl)-4-phenoxybenzonitrile). The solvent is C(C)(=O)O (acetic acid). Run at temperature 50 celsius. The product is crude product, N1(C=NC=C1)C=1C=C(C=CC1OC1=CC=CC=C1)C(N)=S (3-(1H-imidazol-1-yl)-4-phenoxybenzene-1-carbothioamide). RXN SMILES: [N:1]1([C:6]2[CH:7]=[C:8]([CH:11]=[CH:12][C:13]=2[O:14][C:15]2[CH:20]=[CH:19][CH:18]=[CH:17][CH:16]=2)[C:9]#[N:10])[CH:5]=[CH:4][N:3]=[CH:2]1.C(O)(=[S:23])C>C(O)(=O)C>[N:1]1([C:6]2[CH:7]=[C:8]([C:9](=[S:23])[NH2:10])[CH:11]=[CH:12][C:13]=2[O:14][C:15]2[CH:16]=[CH:17][CH:18]=[CH:19][CH:20]=2)[CH:5]=[CH:4][N:3]=[CH:2]1. Procedure details: A reaction mixture prepared by suspending 65.2 mg of 3-(1H-imidazol-1-yl)-4-phenoxybenzonitrile in a mixture of 0.3 mL of acetic acid and 1.0 mL of thioacetic acid was heated at 50° C. for 14 hours under a nitrogen atmosphere. A crude product of 3-(1H-imidazol-1-yl)-4-phenoxybenzene-1-carbothioamide was obtained by concentrating under reduced pressure.